This data is from the Open Reaction Database (ORD), a public repository of structured organic reaction records. The task is: describe an organic reaction: reactants, conditions, products, and yield Reactants: OCCCCC=1C=C2C=C(C(OC2=C(C1)CCCCO)=O)C1=CC=C(C=C1)OC (6,8-Bis-(4-hydroxy-butyl)-3-(4-methoxy-phenyl)-chromen-2-one), B(Br)(Br)Br (boron tribromide). Solvent: ClCCl (dichloromethane), ClCCl (dichloromethane). Conditions: time 8 hour. Product: OCCCCC=1C=C2C=C(C(OC2=C(C1)CCCCO)=O)C1=CC=C(C=C1)O (6,8-Bis-(4-hydroxy-butyl)-3-(4-hydroxy-phenyl)-chromen-2-one). As a reaction SMILES: [OH:1][CH2:2][CH2:3][CH2:4][CH2:5][C:6]1[CH:7]=[C:8]2[C:13](=[C:14]([CH2:16][CH2:17][CH2:18][CH2:19][OH:20])[CH:15]=1)[O:12][C:11](=[O:21])[C:10]([C:22]1[CH:27]=[CH:26][C:25]([O:28]C)=[CH:24][CH:23]=1)=[CH:9]2.B(Br)(Br)Br>ClCCl>[OH:1][CH2:2][CH2:3][CH2:4][CH2:5][C:6]1[CH:7]=[C:8]2[C:13](=[C:14]([CH2:16][CH2:17][CH2:18][CH2:19][OH:20])[CH:15]=1)[O:12][C:11](=[O:21])[C:10]([C:22]1[CH:23]=[CH:24][C:25]([OH:28])=[CH:26][CH:27]=1)=[CH:9]2. Reported procedure: 6,8-Bis-(4-hydroxy-butyl)-3-(4-methoxy-phenyl)-chromen-2-one (14.3 g, 36.0 mmol) is dissolved in 270 ml dichloromethane and a solution of boron tribromide (12 ml, 126 mmol) in 30 ml dichloromethane is added under ice-cooling. The cooling is removed and the reaction mixture is stirred overnight at room temp. The solution is poured onto ice/water, acidified with 2 N hydrochloric acid, and extracted three times with ethyl acetate. The combined organic layers are washed with water and dried over sod... Reactants: N1=CC(=CC=C1)C=1SC(=CN1)N (2-(pyridin-3-yl)-1,3-thiazol-5-amine), ClN1C(CCC1=O)=O (N-chlorosuccinimide). Run in O1CCOCC1 (1,4-dioxane). Conditions: temperature 0 celsius, time 20 minute. Product: Cl.ClC=1N=C(SC1N)C=1C=NC=CC1 (4-chloro-2-(pyridin-3-yl)-1,3-thiazol-5-amine hydrochloride). Yield: 170.3%. As a reaction SMILES: [N:1]1[CH:6]=[CH:5][CH:4]=[C:3]([C:7]2[S:8][C:9]([NH2:12])=[CH:10][N:11]=2)[CH:2]=1.[Cl:13]N1C(=O)CCC1=O>O1CCOCC1>[ClH:13].[Cl:13][C:10]1[N:11]=[C:7]([C:3]2[CH:2]=[N:1][CH:6]=[CH:5][CH:4]=2)[S:8][C:9]=1[NH2:12] |f:3.4|. Procedure: To a dry 250 ml round bottom flask equipped with magnetic stirrer, was charged 6.3 g (35.5 mmoles) of 2-(pyridin-3-yl)-1,3-thiazol-5-amine, and 100 mLs of anhydrous 1,4-dioxane. The solution was cooled to ˜0° C. and 4.75 g (35.5 mmoles) of N-chlorosuccinimide was added portionwise at a rate that maintained the temperature below 10° C. The reaction mixture was stirred at 5-10° C. for 20 minutes, and then filtered through a small pad of diatomaceous earth. The filtrate was diluted with 50 mLs of d... Starting materials: BrC(C1=CC=CC=C1)C1=CC=CC=C1 (bromodiphenylmethane), CN(CC(=O)N(C1=CC=CC=C1)C1=CC=CC=C1)[C@H]1CNCC1 ((R)-2-(methyl-pyrrolidin-3-yl-amino)-N,N-diphenyl acetamide), C(=O)([O-])[O-].[K+].[K+] (K2CO3). Run in CC(CC)=O (butanone). Yields the product C(C1=CC=CC=C1)(C1=CC=CC=C1)N1C[C@@H](CC1)N(CC(=O)N(C1=CC=CC=C1)C1=CC=CC=C1)C ((R)-2-[(1-Benzhydryl-pyrrolidin-3-yl)-methyl-amino]-N,N-diphenyl-acetamide). RXN SMILES: Br[CH:2]([C:9]1[CH:14]=[CH:13][CH:12]=[CH:11][CH:10]=1)[C:3]1[CH:8]=[CH:7][CH:6]=[CH:5][CH:4]=1.[CH3:15][N:16]([C@@H:33]1[CH2:37][CH2:36][NH:35][CH2:34]1)[CH2:17][C:18]([N:20]([C:27]1[CH:32]=[CH:31][CH:30]=[CH:29][CH:28]=1)[C:21]1[CH:26]=[CH:25][CH:24]=[CH:23][CH:22]=1)=[O:19].C([O-])([O-])=O.[K+].[K+]>CC(=O)CC>[CH:2]([N:35]1[CH2:36][CH2:37][C@@H:33]([N:16]([CH3:15])[CH2:17][C:18]([N:20]([C:27]2[CH:32]=[CH:31][CH:30]=[CH:29][CH:28]=2)[C:21]2[CH:26]=[CH:25][CH:24]=[CH:23][CH:22]=2)=[O:19])[CH2:34]1)([C:9]1[CH:14]=[CH:13][CH:12]=[CH:11][CH:10]=1)[C:3]1[CH:8]=[CH:7][CH:6]=[CH:5][CH:4]=1 |f:2.3.4|. Procedure details: To a solution of bromodiphenylmethane (0.33 g, 1.34 mmol) in butanone (10 ml) was added (R)-2-(methyl-pyrrolidin-3-yl-amino)-N,N-diphenyl acetamide(0.5 g, 1.61 mmol), K2CO3 (0.18 g, 1.34 mmol) and KI (0.22 g, 1.34 mmol). The mixture was, heated under reflux for 18 hours, then filtered and the solvent was removed in vacuo. The residue was dissolved in CH2Cl2 (50 ml) and washed with water (10 ml). Drying over MgSO4 and removal of solvent under reduced pressure followed by column chromatography usi... Starting materials: [OH-].[Na+] (NaOH), Cl.C(#N)C1=CC=C(C=C1)N1CCC(CC1)C(=O)N1CCNCC1 (1-[1-(4-cyanophenyl)-piperidine-4-carbonyl]-piperazine hydrochloride), C(CC)=O (propionaldehyde), C(C)(=O)O[BH-](OC(C)=O)OC(C)=O.[Na+] (Sodium triacetoxyborohydride). Run in C(Cl)Cl (DCM), O (water), C(Cl)Cl (DCM), C(C)N(CC)CC (triethylamine). Run at time 30 minute. Yields the product Cl.C(CC)N1CCN(CC1)C(=O)C1CCN(CC1)C1=CC=C(C=C1)C#N (1-Propyl-4-[1-(4-cyanophenyl)-piperidine-4-carbonyl]-piperazine hydrochloride). As a reaction SMILES: [ClH:1].[C:2]([C:4]1[CH:9]=[CH:8][C:7]([N:10]2[CH2:15][CH2:14][CH:13]([C:16]([N:18]3[CH2:23][CH2:22][NH:21][CH2:20][CH2:19]3)=[O:17])[CH2:12][CH2:11]2)=[CH:6][CH:5]=1)#[N:3].[CH:24](=O)[CH2:25][CH3:26].C(O[BH-](OC(=O)C)OC(=O)C)(=O)C.[Na+].[OH-].[Na+]>C(Cl)Cl.O.C(N(CC)CC)C>[ClH:1].[CH2:24]([N:21]1[CH2:20][CH2:19][N:18]([C:16]([CH:13]2[CH2:12][CH2:11][N:10]([C:7]3[CH:6]=[CH:5][C:4]([C:2]#[N:3])=[CH:9][CH:8]=3)[CH2:15][CH2:14]2)=[O:17])[CH2:23][CH2:22]1)[CH2:25][CH3:26] |f:0.1,3.4,5.6,10.11|. Reported procedure: A solution of 1-[1-(4-cyanophenyl)-piperidine-4-carbonyl]-piperazine hydrochloride (D34) (0.3 g) in dry DCM (10 ml) was treated with triethylamine (0.25 ml) and propionaldehyde (0.25 ml). The reaction mixture was stirred at rt for 30 min. Sodium triacetoxyborohydride (3.7 g) was added and the reaction was stirred at rt overnight. The reaction mixture was treated with 1N NaOH (2 ml) and stirred at rt for 15 min followed by the addition of water (20 ml) and DCM (20 ml). The organic layer was dried...